Dataset: the Open Reaction Database (ORD), a public repository of structured organic reaction records. Task: describe an organic reaction: reactants, conditions, products, and yield Reactants: CC(=O)Cl, Cl, CCOC(=O)c1c(C)cc(N)c(C(=O)O)c1C, O, c1ccncc1, c1ccccc1. The product is CCOC(=O)c1c(C)cc(NC(C)=O)c(C(=O)O)c1C. Reaction SMILES: [CH3:24][C:25]([Cl:26])=[O:27].[ClH:28].[NH2:1][c:2]1[c:3]([C:4](=[O:5])[OH:6])[c:7]([CH3:17])[c:8]([C:12](=[O:13])[O:14][CH2:15][CH3:16])[c:9]([CH3:11])[cH:10]1.[OH2:35].[cH:18]1[cH:19][cH:20][n:21][cH:22][cH:23]1.[cH:29]1[cH:30][cH:31][cH:32][cH:33][cH:34]1>>[NH:1]([c:2]1[c:3]([C:4](=[O:5])[OH:6])[c:7]([CH3:17])[c:8]([C:12](=[O:13])[O:14][CH2:15][CH3:16])[c:9]([CH3:11])[cH:10]1)[C:25]([CH3:24])=[O:27].